This data is from the Open Reaction Database (ORD), a public repository of structured organic reaction records. The task is: describe an organic reaction: reactants, conditions, products, and yield Starting materials: S1C(=CC=C1)C(=O)NC[C@H](N)C(=O)O (3-(thiophene-2-carbonyl)amino-L-alanine), resin, ClC1=C(C(=O)ON2C(CCC2=O)=O)C=CC(=C1)[Sn](CCCC)(CCCC)CCCC (1-[[2-chloro-4-(tributylstannyl)benzoyl]oxy]-2,5-pyrrolidinedione). The solvent is CN(C=O)C (N,N-dimethylformamide). Run at time 72 hour. The product is ClC1=C(C(=O)N[C@@H](CNC(=O)C=2SC=CC2)C(=O)O)C=CC(=C1)[Sn](CCCC)(CCCC)CCCC (N-[2-chloro-4-(tri-n-butylstannyl)benzoyl]-3-(thiophene-2-carbonyl)amino-L-alanine). RXN SMILES: [S:1]1[CH:5]=[CH:4][CH:3]=[C:2]1[C:6]([NH:8][CH2:9][C@@H:10]([C:12]([OH:14])=[O:13])[NH2:11])=[O:7].[Cl:15][C:16]1[CH:31]=[C:30]([Sn:32]([CH2:41][CH2:42][CH2:43][CH3:44])([CH2:37][CH2:38][CH2:39][CH3:40])[CH2:33][CH2:34][CH2:35][CH3:36])[CH:29]=[CH:28][C:17]=1[C:18](ON1C(=O)CCC1=O)=[O:19]>CN(C)C=O>[Cl:15][C:16]1[CH:31]=[C:30]([Sn:32]([CH2:37][CH2:38][CH2:39][CH3:40])([CH2:41][CH2:42][CH2:43][CH3:44])[CH2:33][CH2:34][CH2:35][CH3:36])[CH:29]=[CH:28][C:17]=1[C:18]([NH:11][C@H:10]([C:12]([OH:14])=[O:13])[CH2:9][NH:8][C:6]([C:2]1[S:1][CH:5]=[CH:4][CH:3]=1)=[O:7])=[O:19]. Procedure details: A mixture of 3-(thiophene-2-carbonyl)amino-L-alanine on Wang resin (2.00 g) and 1-[[2-chloro-4-(tributylstannyl)benzoyl]oxy]-2,5-pyrrolidinedione (Example 374; 2.50 g, 4.6 mmol) in N,N-dimethylformamide was shaken for 72 h. The resin was washed with dichloromethane and methanol to give N-[2-chloro-4-(tri-n-butylstannyl)benzoyl]-3-(thiophene-2-carbonyl)amino-L-alanine on Wang resin. Procedure details: The compound is obtained by hydrogenating at room temperature and atmospheric pressure in the presence 10% Pd on charcoal an ethanol solution of the hydrochloride of 2-amino-1-methyl-3-(p-nitrophenyl) indole. Yield 53%, m.p. 258°-261° C. The reactants are Cl (hydrochloride), NC=1N(C2=CC=CC=C2C1C1=CC=C(C=C1)[N+](=O)[O-])C (2-amino-1-methyl-3-(p-nitrophenyl) indole). Run in C(C)O (ethanol). Product: Cl.NC=1N(C2=CC=CC=C2C1C1=CC=C(C=C1)N)C (2-Amino-3(p-aminophenyl)-1-methylindole hydrochloride). Yield: 53.0%. Reagents/catalysts: [Pd] (Pd on charcoal). Reaction SMILES: [ClH:1].[NH2:2][C:3]1[N:4]([CH3:21])[C:5]2[C:10]([C:11]=1[C:12]1[CH:17]=[CH:16][C:15]([N+:18]([O-])=O)=[CH:14][CH:13]=1)=[CH:9][CH:8]=[CH:7][CH:6]=2>[Pd].C(O)C>[ClH:1].[NH2:2][C:3]1[N:4]([CH3:21])[C:5]2[C:10]([C:11]=1[C:12]1[CH:17]=[CH:16][C:15]([NH2:18])=[CH:14][CH:13]=1)=[CH:9][CH:8]=[CH:7][CH:6]=2 |f:4.5|. As a reaction SMILES: [CH3:1][C:2]1[CH:33]=[CH:32][CH:31]=[CH:30][C:3]=1[CH2:4][NH:5][C:6]([C@@H:8]1[C:12]([CH3:14])([CH3:13])[S:11][CH2:10][N:9]1[C:15](=[O:29])[C@@H:16]([OH:28])[C@@H:17]([NH2:27])[CH2:18][C:19]1[CH:24]=[CH:23][C:22]([O:25][CH3:26])=[CH:21][CH:20]=1)=[O:7].C([O:37][C:38]1[C:39]([CH3:48])=[C:40]([CH:44]=[CH:45][C:46]=1[F:47])[C:41](O)=[O:42])(=O)C>>[CH3:1][C:2]1[CH:33]=[CH:32][CH:31]=[CH:30][C:3]=1[CH2:4][NH:5][C:6]([C@@H:8]1[C:12]([CH3:14])([CH3:13])[S:11][CH2:10][N:9]1[C:15](=[O:29])[C@@H:16]([OH:28])[C@@H:17]([NH:27][C:41](=[O:42])[C:40]1[CH:44]=[CH:45][C:46]([F:47])=[C:38]([OH:37])[C:39]=1[CH3:48])[CH2:18][C:19]1[CH:20]=[CH:21][C:22]([O:25][CH3:26])=[CH:23][CH:24]=1)=[O:7]. Reactants: CC1=C(CNC(=O)[C@H]2N(CSC2(C)C)C([C@H]([C@H](CC2=CC=C(C=C2)OC)N)O)=O)C=CC=C1 ((R)-N-(2-methylbenzyl)-3-[(2S,3S)-3-amino-2-hydroxy-4-(4-methoxyphenyl)butanoyl]-5,5-dimethyl-1,3-thiazolidine-4-carboxamide), C(C)(=O)OC=1C(=C(C(=O)O)C=CC1F)C (3-acetoxy-4-fluoro-2-methylbenzoic acid). Isolated yield 67.6%. Yields the product CC1=C(CNC(=O)[C@H]2N(CSC2(C)C)C([C@H]([C@H](CC2=CC=C(C=C2)OC)NC(C2=C(C(=C(C=C2)F)O)C)=O)O)=O)C=CC=C1 ((R)-N-(2-methylbenzyl)-3-[(2S,3S)-2-hydroxy-3-(4-fluoro-3-hydroxy-2-methyl-benzoyl)amino-4-(4-methoxyphenyl)butanoyl]5,5-dimethyl-1,3-thiazolidine-4-carboxamide). Procedure details: The reaction was carried out in the same manner as in Step 3 of Example 1 using the compound obtained in Step 2 of Example 1 (94 mg) and 3-acetoxy-4-fluoro-2-methylbenzoic acid (45 mg). The resulting crude product was purified by recryatallization from a mixture of EtOAc and n-hexane to obtain the target compound (84 mg, 67%). The reactants are [Si](C)(C)(C(C)(C)C)OC[C@H](C1=CC(=C(C=C1)Cl)Cl)NC(=O)N1CC=2N=C(N=CC2CC1)NC1CCOCC1 ((S)—N-(2-(tert-butyldimethylsilyloxy)-1-(3,4-dichlorophenyl)ethyl)-2-(tetrahydro-2H-pyran-4-ylamino)-5,6-dihydropyrido[3,4-d]pyrimidine-7(8H)-carboxamide), C(Cl)Cl (DCM), Cl (HCl). Solvent: CC(C)O (IPA). Reaction conditions: time 2 hour. Yields the product ClC=1C=C(C=CC1Cl)[C@@H](CO)NC(=O)N1CC=2N=C(N=CC2CC1)NC1CCOCC1 ((S)—N-(1-(3,4-dichlorophenyl)-2-hydroxyethyl)-2-(tetrahydro-2H-pyran-4-ylamino)-5,6-dihydropyrido[3,4-d]pyrimidine-7(8H)-carboxamide). RXN SMILES: [Si]([O:8][CH2:9][C@@H:10]([NH:19][C:20]([N:22]1[CH2:31][CH2:30][C:29]2[CH:28]=[N:27][C:26]([NH:32][CH:33]3[CH2:38][CH2:37][O:36][CH2:35][CH2:34]3)=[N:25][C:24]=2[CH2:23]1)=[O:21])[C:11]1[CH:16]=[CH:15][C:14]([Cl:17])=[C:13]([Cl:18])[CH:12]=1)(C(C)(C)C)(C)C.C(Cl)Cl.Cl>CC(O)C>[Cl:18][C:13]1[CH:12]=[C:11]([C@H:10]([NH:19][C:20]([N:22]2[CH2:31][CH2:30][C:29]3[CH:28]=[N:27][C:26]([NH:32][CH:33]4[CH2:38][CH2:37][O:36][CH2:35][CH2:34]4)=[N:25][C:24]=3[CH2:23]2)=[O:21])[CH2:9][OH:8])[CH:16]=[CH:15][C:14]=1[Cl:17]. Procedure details: To a solution of 69a (0.175 g, 0.301 mmol) and DCM (3 mL) was added 6M HCl (0.0110 g, 0.301 mmol) in IPA and the reaction was stirred for 2 h and then poured into satd. aq. Na2CO3 and extracted with DCM. The combined organic fractions were dried (MgSO4), filtered and concentrated in vacuo. The crude product was purified by SiO2 chromatography eluting with a DCM/MeOH gradient (500:30 to 500:45) to afford 0.030 g (21.3%) of I-43: MS m/z (APCI-pos) M+1=466. The reactants are C(=O)(O)[O-].[Na+] (NaHCO3), C(=O)C1=NC=C(C2=CC=CC=C12)OC1=NC=C(C(=O)N)C=C1 (6-(1-formylisoquinolin-4-yloxy)nicotinamide), CC(CCN)C (3-methylbutylamine), [BH-](OC(=O)C)(OC(=O)C)OC(=O)C.[Na+] (NaBH(OAc)3), C(C)(=O)O (acetic acid). Run in ClC(C)Cl (dichloroethane). Run at time 16 hour. The product is CC(CCNCC1=NC=C(C2=CC=CC=C12)OC1=NC=C(C(=O)N)C=C1)C (6-{1-[(3-Methylbutylamino)methyl]isoquinolin-4-yloxy}nicotinamide). RXN SMILES: [CH:1]([C:3]1[C:12]2[C:7](=[CH:8][CH:9]=[CH:10][CH:11]=2)[C:6]([O:13][C:14]2[CH:22]=[CH:21][C:17]([C:18]([NH2:20])=[O:19])=[CH:16][N:15]=2)=[CH:5][N:4]=1)=O.[CH3:23][CH:24]([CH3:28])[CH2:25][CH2:26][NH2:27].[BH-](OC(C)=O)(OC(C)=O)OC(C)=O.[Na+].C(O)(=O)C.C([O-])(O)=O.[Na+]>ClC(Cl)C>[CH3:23][CH:24]([CH3:28])[CH2:25][CH2:26][NH:27][CH2:1][C:3]1[C:12]2[C:7](=[CH:8][CH:9]=[CH:10][CH:11]=2)[C:6]([O:13][C:14]2[CH:22]=[CH:21][C:17]([C:18]([NH2:20])=[O:19])=[CH:16][N:15]=2)=[CH:5][N:4]=1 |f:2.3,5.6|. Procedure: To 6-(1-formylisoquinolin-4-yloxy)nicotinamide (Preparation 20) (130 mg, 0.44 mmol) in dichloroethane (8 mL) was added 3-methylbutylamine (154 μL, 1.33 mmol), NaBH(OAc)3 (282 mg, 1.33 mmol) and acetic acid (76 μL, 1.33 mmol). The mixture was stirred for 16 h. NaHCO3 (50 mL) was added and the mixture extracted with EtOAc (3×40 mL). The organic phase was washed with water (30 mL), brine (30 mL) and dried (MgSO4). Solvent was removed in vacuo and the residue purified by column chromatography (0.5 N...